Dataset: the Open Reaction Database (ORD), a public repository of structured organic reaction records. Task: describe an organic reaction: reactants, conditions, products, and yield The reactants are CC(=O)OI1(C=2C=CC=CC2C(=O)O1)(OC(=O)C)OC(=O)C (Dess-Martin periodinane), C(C)(C)(C)OC(NCCC(CO[Si](C)(C)C(C)(C)C)O)=O ([4-(tert-butyldimethylsilanyloxy)-3-hydroxybutyl]carbamic acid tert-butyl ester). Run in ClCCl (dichloromethane), ClCCl (dichloromethane). Reaction conditions: time 1 hour. Product: C(C)(C)(C)OC(NCCC(CO[Si](C)(C)C(C)(C)C)=O)=O ([4-(tert-butyldimethylsilanyloxy)-3-oxobutyl]carbamic acid tert-butyl ester). Reaction SMILES: CC(OI1(OC(C)=O)(OC(C)=O)OC(=O)C2C=CC=CC1=2)=O.[C:23]([O:27][C:28](=[O:43])[NH:29][CH2:30][CH2:31][CH:32]([OH:42])[CH2:33][O:34][Si:35]([C:38]([CH3:41])([CH3:40])[CH3:39])([CH3:37])[CH3:36])([CH3:26])([CH3:25])[CH3:24]>ClCCl>[C:23]([O:27][C:28](=[O:43])[NH:29][CH2:30][CH2:31][C:32](=[O:42])[CH2:33][O:34][Si:35]([C:38]([CH3:41])([CH3:40])[CH3:39])([CH3:36])[CH3:37])([CH3:26])([CH3:24])[CH3:25]. Procedure details: To a solution of Dess-Martin periodinane (5.0 g, 11.8 mmol) in anhydrous dichloromethane (35 mL) at room temperature was added a solution of [4-(tert-butyldimethylsilanyloxy)-3-hydroxybutyl]carbamic acid tert-butyl ester (3.77 g, 11.8 mmol) in anhydrous dichloromethane. The resulting mixture was stirred at room temperature for one hour, evaporated in vacuo to one third of the initial volume and applied to a column packed with silica. Elution with ethyl acetate—petroleum ether solvent mixture aff... Reactants: CCOC(=O)CBr, O=C([O-])[O-], CCC(C)=O, [K+], [K+], NC(=O)c1ncccc1O. Yields the product CCOC(=O)COc1cccnc1C(N)=O. RXN SMILES: [Br:11][CH2:12][C:13](=[O:14])[O:15][CH2:16][CH3:17].[C:18](=[O:19])([O-:20])[O-:21].[CH3:24][C:25](=[O:26])[CH2:27][CH3:28].[K+:22].[K+:23].[OH:1][c:2]1[c:3]([C:8](=[O:9])[NH2:10])[n:4][cH:5][cH:6][cH:7]1>>[O:1]([c:2]1[c:3]([C:8](=[O:9])[NH2:10])[n:4][cH:5][cH:6][cH:7]1)[CH2:12][C:13](=[O:14])[O:15][CH2:16][CH3:17]. Starting materials: [BH4-].[Na+] (NaBH4), ClC=1C=C(C=CC1Cl)C(CC(=O)O)CC(C1NCCC2=CC=CC=C12)=O (Beta-(3,4-Dichlorophenyl)-1,2,3,4-tetrahydro-delta-oxo-isoquinolinepentanoic acid), C(=O)(N1C=NC=C1)N1C=NC=C1 (carbonyldiimidazole), N,N-dimethylaminopyridine. RXN SMILES: [Cl:1][C:2]1[CH:3]=[C:4]([CH:9]([CH2:14]C(=O)C2C3C(=CC=CC=3)CCN2)[CH2:10][C:11](O)=[O:12])[CH:5]=[CH:6][C:7]=1[Cl:8].[C:27]([N:34]1[CH:38]=[CH:37]N=[CH:35]1)(N1C=CN=C1)=[O:28].[BH4-].[Na+]>CCOC(C)=O.O>[Cl:1][C:2]1[CH:3]=[C:4]([CH:9]([CH2:10][CH2:11][OH:12])[CH2:14][C:27]([N:34]2[CH2:35][CH2:5][C:6]3[C:37](=[CH:4][CH:3]=[CH:2][CH:7]=3)[CH2:38]2)=[O:28])[CH:5]=[CH:6][C:7]=1[Cl:8] |f:2.3|. Reaction conditions: time 15 minute. Isolated yield 183.7%. Procedure: Beta-(3,4-Dichlorophenyl)-1,2,3,4-tetrahydro-delta-oxo-isoquinolinepentanoic acid, (14 g) in EtOAc (300 mL) was treated with carbonyldiimidazole (7.25 g) and N,N-dimethylaminopyridine (440 mg). The resulting solution was stirred at room temperature for 15 minutes and then heated at 50° C. for two hours. The reaction mixture was cooled to 0° C. and treated with a solution of NaBH4 (6.7 g) in H2O (150 mL), warmed slowly to room temperature and stirred for 12 hours. The reaction mixture was diluted... Product: ClC=1C=C(C=CC1Cl)C(CC(=O)N1CC2=CC=CC=C2CC1)CCO (2-[3-(3,4-dichlorophenyl)-5-hydroxy-1-oxopentyl]-1,2,3,4-tetrahydroisoquinoline). Run in O (H2O), CCOC(=O)C (EtOAc), CCOC(=O)C (EtOAc). Reactants: C([O-])([O-])=O.[K+].[K+] (Potassium carbonate), C(C)OC(=O)C=1C=C(C=CC1)C1=C(C=CC=C1)Br (2′-Bromobiphenyl-3-carboxylic acid ethyl ester), C(C1=CC=CC=C1)OC1=C(C=CC=C1)B(O)O (2-benzyloxyphenylboronic acid), C(C)O (ethanol). Reagents/catalysts: C=1C=CC(=CC1)[P](C=2C=CC=CC2)(C=3C=CC=CC3)[Pd]([P](C=4C=CC=CC4)(C=5C=CC=CC5)C=6C=CC=CC6)([P](C=7C=CC=CC7)(C=8C=CC=CC8)C=9C=CC=CC9)[P](C=1C=CC=CC1)(C=1C=CC=CC1)C=1C=CC=CC1 (tetrakis(triphenylphosphine)palladium(0)). Solvent: C1(=CC=CC=C1)C (toluene). Reaction conditions: temperature 90 celsius. Yields the product C(C)OC(=O)C=1C=C(C=CC1)C=1C(=CC=CC1)C1=C(C=CC=C1)OCC1=CC=CC=C1 (2-Benzyloxy-[1,1′;2′,1″]terphenyl-3″-carboxylic acid ethyl ester). The yield is 41.0%. RXN SMILES: [CH2:1]([O:3][C:4]([C:6]1[CH:7]=[C:8]([C:12]2[CH:17]=[CH:16][CH:15]=[CH:14][C:13]=2Br)[CH:9]=[CH:10][CH:11]=1)=[O:5])[CH3:2].[CH2:19]([O:26][C:27]1[CH:32]=[CH:31][CH:30]=[CH:29][C:28]=1B(O)O)[C:20]1[CH:25]=[CH:24][CH:23]=[CH:22][CH:21]=1.C(O)C.C(=O)([O-])[O-].[K+].[K+]>C1(C)C=CC=CC=1.C1C=CC([P]([Pd]([P](C2C=CC=CC=2)(C2C=CC=CC=2)C2C=CC=CC=2)([P](C2C=CC=CC=2)(C2C=CC=CC=2)C2C=CC=CC=2)[P](C2C=CC=CC=2)(C2C=CC=CC=2)C2C=CC=CC=2)(C2C=CC=CC=2)C2C=CC=CC=2)=CC=1>[CH2:1]([O:3][C:4]([C:6]1[CH:7]=[C:8]([C:12]2[C:13]([C:28]3[CH:29]=[CH:30][CH:31]=[CH:32][C:27]=3[O:26][CH2:19][C:20]3[CH:21]=[CH:22][CH:23]=[CH:24][CH:25]=3)=[CH:14][CH:15]=[CH:16][CH:17]=2)[CH:9]=[CH:10][CH:11]=1)=[O:5])[CH3:2] |f:3.4.5,^1:55,57,76,95|. Procedure: 2′-Bromobiphenyl-3-carboxylic acid ethyl ester (153 mg, 0.5 mmol) and 2-benzyloxyphenylboronic acid (125 mg (0.55 mmol) were dissolved in 1:1 toluene:ethanol (5 ml) under nitrogen. Potassium carbonate (552 mg, 4 mmol) and tetrakis(triphenylphosphine)palladium(0) (58 mg, 0.05 mmol) were added and the mixture heated at 90° C. for 3 h. After cooling, the solvent was evaporated. The residue was partitioned between diethyl ether and water and the organic phase washed with water, dried (MgSO4) and the...